The task is: describe an organic reaction: reactants, conditions, products, and yield. This data is from the Open Reaction Database (ORD), a public repository of structured organic reaction records. The reactants are C1(=CCCCC1)B1OC(C(O1)(C)C)(C)C (2-cyclohex-1-enyl-4,4,5,5-tetramethyl-[1,3,2]dioxaborolane), IC1=C(C(=O)O)C=C(C=C1)S(=O)(=O)C (2-iodo-5-methanesulfonyl-benzoic acid), [OH-].[K+] (KOH), PdCl2 (dppf)2-CHCl3. The solvent is O1CCOCC1 (dioxane), O (water). Yields the product C1(=CCCCC1)C1=C(C(=O)O)C=C(C=C1)S(=O)(=O)C (2-Cyclohex-1-enyl-5-methanesulfonyl-benzoic acid). As a reaction SMILES: [C:1]1(B2OC(C)(C)C(C)(C)O2)[CH2:6][CH2:5][CH2:4][CH2:3][CH:2]=1.I[C:17]1[CH:25]=[CH:24][C:23]([S:26]([CH3:29])(=[O:28])=[O:27])=[CH:22][C:18]=1[C:19]([OH:21])=[O:20].[OH-].[K+]>O1CCOCC1.O>[C:1]1([C:17]2[CH:25]=[CH:24][C:23]([S:26]([CH3:29])(=[O:28])=[O:27])=[CH:22][C:18]=2[C:19]([OH:21])=[O:20])[CH2:6][CH2:5][CH2:4][CH2:3][CH:2]=1 |f:2.3|. Reported procedure: In analogy to a procedure described by Masuda et al. [M. Murata, T. Oyama, S. Watanabe, Y. Masuda, Synthesis 2000, 778] a stirred mixture of 1 eq. 2-cyclohex-1-enyl-4,4,5,5-tetramethyl-[1,3,2]dioxaborolane, 0.8 eq. 2-iodo-5-methanesulfonyl-benzoic acid, 2 eq. aqueous 3M KOH solution and 0.03 eq PdCl2 (dppf)2-CHCl3 in dioxane (0.2 ml per mmol) were heated to 80° C. for 5 h. Then the reaction mixture is diluted with water, extracted with AcOEt, the aqueous phase acidified with 2N H2SO4, extracted ... The reactants are [Br-].C(C)(C)C1=CC(=CC=2SC3=CC(=CC=C3[NH2+]C12)Br)Br (1-i-propyl-3,7-dibromophenothiazinium bromide), CN1CCNCC1 (1-methylpiperazine). Run in C(Cl)(Cl)Cl (chloroform). Run at time 3 hour. Product: [Br-].CN1CCN(CC1)C=1C=C(C2=NC3=CC=C(C=C3[S+]=C2C1)N1CCN(CC1)C)C(C)C (3,7-Di(4-methylpiperazin-1-yl)-1-i-propylphenothiazin-5-ium bromide). RXN SMILES: [Br-].[CH:2]([C:5]1[C:18]2[NH2+:17][C:16]3[C:11](=[CH:12][C:13]([Br:19])=[CH:14][CH:15]=3)[S:10][C:9]=2[CH:8]=[C:7](Br)[CH:6]=1)([CH3:4])[CH3:3].[CH3:21][N:22]1[CH2:27][CH2:26][NH:25][CH2:24][CH2:23]1>C(Cl)(Cl)Cl>[Br-:19].[CH3:21][N:22]1[CH2:27][CH2:26][N:25]([C:7]2[CH:6]=[C:5]([CH:2]([CH3:4])[CH3:3])[C:18]3[C:9]([CH:8]=2)=[S+:10][C:11]2[C:16](=[CH:15][CH:14]=[C:13]([N:25]4[CH2:26][CH2:27][N:22]([CH3:21])[CH2:23][CH2:24]4)[CH:12]=2)[N:17]=3)[CH2:24][CH2:23]1 |f:0.1,4.5|. Procedure: To a solution of 1-i-propyl-3,7-dibromophenothiazinium bromide (200 mg, 0.42 mmol) in chloroform (10 mL) kept under argon, 1-methylpiperazine (290 mg, 2.9 mmol) was added (30 min) with vigorous stirring. The mixture was stirred for 3 h and after that extracted once with aqueous HBr (10 mL, 1% v/v) and twice with water. The organic layer was dried (Na2SO4), concentrated and dried under vacuum. Compound was purified by flash chromatography (solvent system: dichloromethane-methanol). The reactants are ClC=1C=C(C=CC1OC(C)C)C1=NC(=NO1)C=1C=CC=C2C(=CN(C12)C)C[C@H](C(=O)OC)C (methyl (2R)-3-[7-(5-{3-chloro-4-[(1-methylethyl)oxy]phenyl}-1,2,4-oxadiazol-3-yl)-1-methyl-1H-indol-3-yl]-2-methylpropanoate), [OH-].[Na+] (NaOH), Cl (HCl). The solvent is C1CCOC1 (THF). Run at temperature 50 celsius, time 16 hour. The product is ClC=1C=C(C=CC1OC(C)C)C1=NC(=NO1)C=1C=CC=C2C(=CN(C12)C)C[C@H](C(=O)O)C ((2R)-3-[7-(5-{3-chloro-4-[(1-methylethyl)oxy]phenyl}-1,2,4-oxadiazol-3-yl)-1-methyl-1H-indol-3-yl]-2-methylpropanoic acid). Yield: 64.4%. As a reaction SMILES: [Cl:1][C:2]1[CH:3]=[C:4]([C:12]2[O:16][N:15]=[C:14]([C:17]3[CH:18]=[CH:19][CH:20]=[C:21]4[C:25]=3[N:24]([CH3:26])[CH:23]=[C:22]4[CH2:27][C@@H:28]([CH3:33])[C:29]([O:31]C)=[O:30])[N:13]=2)[CH:5]=[CH:6][C:7]=1[O:8][CH:9]([CH3:11])[CH3:10].[OH-].[Na+].Cl>C1COCC1>[Cl:1][C:2]1[CH:3]=[C:4]([C:12]2[O:16][N:15]=[C:14]([C:17]3[CH:18]=[CH:19][CH:20]=[C:21]4[C:25]=3[N:24]([CH3:26])[CH:23]=[C:22]4[CH2:27][C@@H:28]([CH3:33])[C:29]([OH:31])=[O:30])[N:13]=2)[CH:5]=[CH:6][C:7]=1[O:8][CH:9]([CH3:10])[CH3:11] |f:1.2|. Reported procedure: To a solution of methyl (2R)-3-[7-(5-{3-chloro-4-[(1-methylethyl)oxy]phenyl}-1,2,4-oxadiazol-3-yl)-1-methyl-1H-indol-3-yl]-2-methylpropanoate (D60) (80 mg) in THF (5 mL) was added aqueous NaOH (2 M, 1 mL). The reaction was stirred at 50° C. for 16 h. The mixture was acidified with aqueous HCl (2 M) to pH 4-5, partitioned between ethyl acetate (50 mL) and water (50 mL). The organic phase was washed with water (25 mL) and brine (25 mL), dried over anhydrous sodium sulphate and evaporated to give t... Reactants: CC(C)C(C)(Br)C(=O)N=C=S, ClCCl, NCc1ccccn1. The product is CC(C)C1(C)SC(NCc2ccccn2)=NC1=O. As a reaction SMILES: [Br:9][C:10]([C:11](=[O:12])[N:13]=[C:14]=[S:15])([CH:16]([CH3:17])[CH3:18])[CH3:19].[Cl:20][CH2:21][Cl:22].[n:1]1[c:2]([CH2:7][NH2:8])[cH:3][cH:4][cH:5][cH:6]1>>[n:1]1[c:2]([CH2:7][NH:8][C:14]2=[N:13][C:11](=[O:12])[C:10]([CH:16]([CH3:17])[CH3:18])([CH3:19])[S:15]2)[cH:3][cH:4][cH:5][cH:6]1. Reactants: CC(C)(C)c1cc(C(=O)c2cc[nH]c2)cc(C(C)(C)C)c1O, CCCCBr, CN(C)C=O, [H-], [Na+]. Product: CCCCn1ccc(C(=O)c2cc(C(C)(C)C)c(O)c(C(C)(C)C)c2)c1. RXN SMILES: [C:1]([CH3:2])([CH3:3])([CH3:4])[c:5]1[cH:6][c:7]([C:8](=[O:9])[c:10]2[cH:11][nH:12][cH:13][cH:14]2)[cH:15][c:16]([C:19]([CH3:20])([CH3:21])[CH3:22])[c:17]1[OH:18].[CH2:25]([CH2:26][CH2:27][CH3:28])[Br:29].[CH3:30][N:31]([CH3:32])[CH:33]=[O:34].[H-:23].[Na+:24]>>[C:1]([CH3:2])([CH3:3])([CH3:4])[c:5]1[cH:6][c:7]([C:8](=[O:9])[c:10]2[cH:11][n:12]([CH2:25][CH2:26][CH2:27][CH3:28])[cH:13][cH:14]2)[cH:15][c:16]([C:19]([CH3:20])([CH3:21])[CH3:22])[c:17]1[OH:18]. Starting materials: CCCCOCCOc1ccc(-c2ccc3c(c2)C=C(C(=O)OC)CCN3C=O)cc1, C1CCOC1, CO, [Na+], [OH-]. Product: CCCCOCCOc1ccc(-c2ccc3c(c2)C=C(C(=O)O)CCN3C=O)cc1. Reaction SMILES: [CH2:1]([CH2:2][CH2:3][CH3:4])[O:5][CH2:6][CH2:7][O:8][c:9]1[cH:10][cH:11][c:12](-[c:15]2[cH:16][cH:17][c:18]3[c:19]([cH:31]2)[CH:20]=[C:21]([C:27](=[O:28])[O:29][CH3:30])[CH2:22][CH2:23][N:24]3[CH:25]=[O:26])[cH:13][cH:14]1.[CH2:36]1[O:37][CH2:38][CH2:39][CH2:40]1.[CH3:34][OH:35].[Na+:33].[OH-:32]>>[CH2:1]([CH2:2][CH2:3][CH3:4])[O:5][CH2:6][CH2:7][O:8][c:9]1[cH:10][cH:11][c:12](-[c:15]2[cH:16][cH:17][c:18]3[c:19]([cH:31]2)[CH:20]=[C:21]([C:27](=[O:28])[OH:29])[CH2:22][CH2:23][N:24]3[CH:25]=[O:26])[cH:13][cH:14]1. Product: COC(=O)c1ccc(-c2ccc(OCCCOc3ccc(CC(OC)C(=O)OC)cc3OC)cc2)cc1. RXN SMILES: [CH3:1][O:2][C:3]([CH:4]([CH2:5][c:6]1[cH:7][c:8]([O:17][CH3:18])[c:9]([O:12][CH2:13][CH2:14][CH2:15][Br:16])[cH:10][cH:11]1)[O:19][CH3:20])=[O:21].[CH3:22][O:23][C:24](=[O:25])[c:26]1[cH:27][cH:28][c:29](-[c:32]2[cH:33][cH:34][c:35]([OH:38])[cH:36][cH:37]2)[cH:30][cH:31]1>>[CH3:1][O:2][C:3]([CH:4]([CH2:5][c:6]1[cH:7][c:8]([O:17][CH3:18])[c:9]([O:12][CH2:13][CH2:14][CH2:15][O:38][c:35]2[cH:34][cH:33][c:32](-[c:29]3[cH:28][cH:27][c:26]([C:24]([O:23][CH3:22])=[O:25])[cH:31][cH:30]3)[cH:37][cH:36]2)[cH:10][cH:11]1)[O:19][CH3:20])=[O:21]. The reactants are COC(=O)C(Cc1ccc(OCCCBr)c(OC)c1)OC, COC(=O)c1ccc(-c2ccc(O)cc2)cc1. Reactants: C(C)(C)(C)OC(C(CC1(CCCC1)C(N[C@@H]1CC[C@@H](CC1)C(=O)O)=O)CCCCN)=O (2-(4-Aminobutyl)-3-{1-[(cis-4-carboxy-cyclohexyl)carbamoyl]cyclopentyl}propanoic acid t-butyl ester). Run in FC(C(=O)O)(F)F (trifluoroacetic acid). Product: NCCCCC(C(=O)O)CC1(CCCC1)C(N[C@@H]1CC[C@@H](CC1)C(=O)O)=O (2-(4-Aminobutyl)-3-{1-[(cis-4-carboxy-cyclohexyl)carbamoyl]cyclopentyl}propanoic acid). Isolated yield 80.3%. As a reaction SMILES: C([O:5][C:6](=[O:31])[CH:7]([CH2:26][CH2:27][CH2:28][CH2:29][NH2:30])[CH2:8][C:9]1([C:14](=[O:25])[NH:15][C@H:16]2[CH2:21][CH2:20][C@@H:19]([C:22]([OH:24])=[O:23])[CH2:18][CH2:17]2)[CH2:13][CH2:12][CH2:11][CH2:10]1)(C)(C)C>FC(F)(F)C(O)=O>[NH2:30][CH2:29][CH2:28][CH2:27][CH2:26][CH:7]([CH2:8][C:9]1([C:14](=[O:25])[NH:15][C@H:16]2[CH2:21][CH2:20][C@@H:19]([C:22]([OH:24])=[O:23])[CH2:18][CH2:17]2)[CH2:10][CH2:11][CH2:12][CH2:13]1)[C:6]([OH:31])=[O:5]. Procedure details: 2-(4-Aminobutyl)-3-{1-[(cis-4-carboxy-cyclohexyl)carbamoyl]cyclopentyl}propanoic acid t-butyl ester (1.0 g, 2.28 mmole) was dissolved in trifluoroacetic acid (8 ml) at 0° C. After 3 days at this temperature the solvent was evaporated and the residue azeotroped with dichloromethane (3×50 ml). The resulting brown oil was purified by passage through ion exchange resin (Bio-Rad AG 50W-X8, 30 ml) eluting with pyridine and water (3:100 by volume), and the appropriate fractions evaporated to give the t...